Dataset: the Open Reaction Database (ORD), a public repository of structured organic reaction records. Task: describe an organic reaction: reactants, conditions, products, and yield The reactants are NC=1C=C(C=CC1)O (3-aminophenol), C(C)(=O)OC(C)=O (acetic anhydride). The solvent is O (water). Reaction conditions: temperature 0 celsius. Yields the product CC(=O)NC1=CC(=CC=C1)O (3-hydroxyacetanilide). The yield is 89.3%. Reaction SMILES: [NH2:1][C:2]1[CH:3]=[C:4]([OH:8])[CH:5]=[CH:6][CH:7]=1.[C:9](OC(=O)C)(=[O:11])[CH3:10]>O>[CH3:10][C:9]([NH:1][C:2]1[CH:7]=[CH:6][CH:5]=[C:4]([OH:8])[CH:3]=1)=[O:11]. Procedure details: To a stirred solution of 66.0 g (0.60 mole) of 3-aminophenol in 180 mL of water was added dropwise 77.9 g (0.76 mole) of acetic anhydride. After complete addition, the reaction mixture was heated on a steam bath for 10 minutes, then cooled to 0° C. A precipitate formed and was collected by filtration. The filter cake was washed with cold water and dried in a desiccator for two hours to yield 81.0 g of 3-hydroxyacetanilide (mp 144°-146° C.). Reactants: Clc1ccnc(Cl)c1, Nc1ccc(O)cc1F. Product: Nc1ccc(Oc2ccnc(Cl)c2)cc1F. Reaction SMILES: [Cl:1][c:2]1[n:3][cH:4][cH:5][c:6]([Cl:8])[cH:7]1.[F:9][c:10]1[cH:11][c:12]([OH:17])[cH:13][cH:14][c:15]1[NH2:16]>>[Cl:1][c:2]1[n:3][cH:4][cH:5][c:6]([O:17][c:12]2[cH:11][c:10]([F:9])[c:15]([NH2:16])[cH:14][cH:13]2)[cH:7]1. Starting materials: ice water, C(C)(C)(C)OC(=O)NCCC(=O)O (3-(tert-butoxycarbonylamino)propanoic acid), CS(=O)(=O)N (methanesulfonamide), CCN=C=NCCCN(C)C (EDCI). The reagents and catalysts are CN(C)C=1C=CN=CC1 (DMAP). The solvent is C(Cl)Cl (DCM). Run at time 2 hour. Yields the product CS(=O)(=O)NC(CCNC(OC(C)(C)C)=O)=O (tert-butyl 3-(methylsulfonamido)-3-oxopropylcarbamate). Yield: 89.5%. As a reaction SMILES: [C:1]([O:5][C:6]([NH:8][CH2:9][CH2:10][C:11]([OH:13])=O)=[O:7])([CH3:4])([CH3:3])[CH3:2].[CH3:14][S:15]([NH2:18])(=[O:17])=[O:16].CCN=C=NCCCN(C)C>C(Cl)Cl.CN(C1C=CN=CC=1)C>[CH3:14][S:15]([NH:18][C:11](=[O:13])[CH2:10][CH2:9][NH:8][C:6](=[O:7])[O:5][C:1]([CH3:4])([CH3:3])[CH3:2])(=[O:17])=[O:16]. Reported procedure: 3-(tert-butoxycarbonylamino)propanoic acid (4 g, 21.2 mmol, 1.0 equiv) was dissolved in DCM (100 mL). Then methanesulfonamide (1.43 g, 15.1 mmol, 0.7 equiv), EDCI (3.45 g, 18.2 mmol, 0.85 equiv) and DMAP (0.37 g, 3 mmol, 0.15 equiv) were added to the mixture and stirred for 2 h at r.t. The reaction mixture was cooled down to 0° C. ice water (100 mL) was added. The mixture was stirred for 15 min, separated and the water layer was extracted twice with DCM. The combined organic layer was washed by ... Reactants: ClCC(COCC1=CC(=C(C=C1)F)OC1=CC=CC=C1)(C)C (1-chloro-2,2-dimethyl-3-(4 -fluoro-3-phenoxybenzyloxy)propane), chloride ion, FC1=C(C=C(COC(=C)CC)C=C1)OC1=CC=CC=C1 (2-(4-fluoro-3-phenoxybenzyloxy)-but-1-ene). The solvent is petroleum ether. Product: FCC(COCC1=CC(=C(C=C1)F)OC1=CC=CC=C1)(C)C (1-Fluoro-2,2-dimethyl-3-(4-fluoro-3-phenoxybenzyloxy)propane). Reaction SMILES: Cl[CH2:2][C:3]([CH3:22])([CH3:21])[CH2:4][O:5][CH2:6][C:7]1[CH:12]=[CH:11][C:10]([F:13])=[C:9]([O:14][C:15]2[CH:20]=[CH:19][CH:18]=[CH:17][CH:16]=2)[CH:8]=1.[F:23]C1C=CC(COC(CC)=C)=CC=1OC1C=CC=CC=1>>[F:23][CH2:2][C:3]([CH3:22])([CH3:21])[CH2:4][O:5][CH2:6][C:7]1[CH:12]=[CH:11][C:10]([F:13])=[C:9]([O:14][C:15]2[CH:20]=[CH:19][CH:18]=[CH:17][CH:16]=2)[CH:8]=1. Reported procedure: A mixture of 2,2-dimethyl-3-(4-fluoro-3-phenoxybenzyloxy)propy-1-yl p-toluenesulphonate (2.5 g), potassium fluoride (0.8 g) and tetraethylene glycol (7 cm3) was heated at 160° C. (under a drying tube to exclude moisture) for 3 hours. The reaction mixture was allowed to cool and stood at the ambient temperature for 17 hours. The mixture was poured into water and the products extracted into diethyl ether (2×200 cm3). The combined organic extracts were washed with water and dried over anhydrous mag... Reactants: ClC(Cl)Cl, [Na+], O=C([O-])O, Oc1c2c(nn1-c1ccc(Cl)cc1F)CCSC2, O=P(Cl)(Cl)Cl. Yields the product Fc1cc(Cl)ccc1-n1nc2c(c1Cl)CSCC2. Reaction SMILES: [CH:29]([Cl:30])([Cl:31])[Cl:32].[Na+:28].[O-:24][C:25]([OH:26])=[O:27].[OH:1][c:2]1[c:3]2[c:4]([n:5][n:6]1-[c:7]1[c:8]([F:14])[cH:9][c:10]([Cl:13])[cH:11][cH:12]1)[CH2:15][CH2:16][S:17][CH2:18]2.[P:19]([Cl:20])([Cl:21])([Cl:22])=[O:23]>>[c:2]1([Cl:21])[c:3]2[c:4]([n:5][n:6]1-[c:7]1[c:8]([F:14])[cH:9][c:10]([Cl:13])[cH:11][cH:12]1)[CH2:15][CH2:16][S:17][CH2:18]2. The reactants are [OH-].[K+] (potassium hydroxide), ClC1=C(C2=CC(=CC=C2C(=C1)Cl)Cl)CCC(CC(CC(=O)OC)O)O (methyl 7-(2,4,7-trichloronaphthalene-1-yl)-3,5-dihydroxyheptanoate). Run in O (water), CO (methanol), C1(=CC=CC=C1)C (toluene). Conditions: time 1 hour. Product: ClC1=C(C2=CC(=CC=C2C(=C1)Cl)Cl)CC[C@H]1C[C@@H](CC(O1)=O)O (trans-6-[2-(2,4,7-Trichloronaphthalen-1-yl)ethyl]-3,4,5,6-tetrahydro-4-hydroxy-2H-pyran-2-one). Yield: 76.5%. RXN SMILES: [OH-].[K+].[Cl:3][C:4]1[CH:13]=[C:12]([Cl:14])[C:11]2[C:6](=[CH:7][C:8]([Cl:15])=[CH:9][CH:10]=2)[C:5]=1[CH2:16][CH2:17][CH:18](O)[CH2:19][CH:20]([OH:26])[CH2:21][C:22]([O:24]C)=[O:23]>O.CO.C1(C)C=CC=CC=1>[Cl:3][C:4]1[CH:13]=[C:12]([Cl:14])[C:11]2[C:6](=[CH:7][C:8]([Cl:15])=[CH:9][CH:10]=2)[C:5]=1[CH2:16][CH2:17][C@@H:18]1[O:24][C:22](=[O:23])[CH2:21][C@@H:20]([OH:26])[CH2:19]1 |f:0.1|. Reported procedure: A solution of potassium hydroxide (0.1 g, 1.5 mmole) in water (2 ml) was added dropwise to a solution of methyl 7-(2,4,7-trichloronaphthalene-1-yl)-3,5-dihydroxyheptanoate (0.22 g, 0.7 mmole) in methanol (10 ml) with cooling (ice bath). The bath was removed and the reaction mixture stirred at room temperature for one hour and then concentrated in vacuo. The residue was diluted with ice and water, acidified with dilute aqueous HCl and extracted with ether. The ether extracts were combined, washed... Starting materials: CC(C)C1C(=O)Nc2ccccc21, CSC1(Cc2ccccc2)C(=O)Nc2ccccc21, CC(C)=O, O=C1Cc2ccccc2N1. Product: CSC1(C(C)C)C(=O)Nc2ccccc21. RXN SMILES: [CH3:1][CH:2]([CH3:3])[CH:4]1[C:5](=[O:13])[NH:6][c:7]2[cH:8][cH:9][cH:10][cH:11][c:12]21.[CH3:24][S:25][C:26]1([CH2:27][c:28]2[cH:29][cH:30][cH:31][cH:32][cH:33]2)[c:34]2[c:35]([cH:36][cH:37][cH:38][cH:39]2)[NH:40][C:41]1=[O:42].[CH3:43][C:44](=[O:45])[CH3:46].[O:14]=[C:15]1[NH:16][c:17]2[c:18]([cH:19][cH:20][cH:21][cH:22]2)[CH2:23]1>>[CH3:1][CH:2]([CH3:3])[C:4]1([S:25][CH3:24])[C:5](=[O:13])[NH:6][c:7]2[cH:8][cH:9][cH:10][cH:11][c:12]21. The reactants are CNC1=C(C(=CC(=C1)Cl)NCCOC)[N+](=O)[O-] (2-methylamino-6-(β-methoxyethyl)amino-4-chloronitrobenzene), C[O-].[Na+] (sodium methylate). Solvent: CO (methanol), ice water. Product: CNC1=C(C(=CC(=C1)OC)NCCOC)[N+](=O)[O-] (2-methylamino-6-(β-methoxyethyl)amino-4-methoxynitrobenzene). As a reaction SMILES: [CH3:1][NH:2][C:3]1[CH:8]=[C:7](Cl)[CH:6]=[C:5]([NH:10][CH2:11][CH2:12][O:13][CH3:14])[C:4]=1[N+:15]([O-:17])=[O:16].[CH3:18][O-:19].[Na+]>CO>[CH3:1][NH:2][C:3]1[CH:8]=[C:7]([O:19][CH3:18])[CH:6]=[C:5]([NH:10][CH2:11][CH2:12][O:13][CH3:14])[C:4]=1[N+:15]([O-:17])=[O:16] |f:1.2|. Reported procedure: 0.019 mole (5 g) of 2-methylamino-6-(β-methoxyethyl)amino-4-chloronitrobenzene was refluxed with 35 ml of 26% sodium methylate in methanol for 45 minutes then diluted with 100 ml of ice water to precipitate the desired product. Following filtering, water washing and drying under vacuum in the presence of P2O5, the product obtained was recrystallized from isopropanol. It melted at 84° C. The reactants are Cl (HCl), C1(CC1)C1=NC(=NC=C1C(=O)OC)C1=CN(C2=CC=C(C=C12)C=1OC(=NN1)NC(C)C)S(=O)(=O)C1=CC=C(C)C=C1 (Methyl 4-cyclopropyl-2-(5-(5-(isopropylamino)-1,3,4-oxadiazol-2-yl)-1-tosyl-1H-indol-3-yl)pyrimidine-5-carboxylate), C1CCOC1 (THF), O.[OH-].[Li+] (lithium hydroxide monohydrate). Solvent: O (water). Reaction conditions: time 1.5 hour. Product: C1(CC1)C1=NC(=NC=C1C(=O)O)C1=CN(C2=CC=C(C=C12)C=1OC(=NN1)NC(C)C)S(=O)(=O)C1=CC=C(C)C=C1 (4-cyclopropyl-2-(5-(5-(isopropylamino)-1,3,4-oxadiazol-2-yl)-1-tosyl-1H-indol-3-yl)pyrimidine-5-carboxylic acid). As a reaction SMILES: [CH:1]1([C:4]2[C:9]([C:10]([O:12]C)=[O:11])=[CH:8][N:7]=[C:6]([C:14]3[C:22]4[C:17](=[CH:18][CH:19]=[C:20]([C:23]5[O:24][C:25]([NH:28][CH:29]([CH3:31])[CH3:30])=[N:26][N:27]=5)[CH:21]=4)[N:16]([S:32]([C:35]4[CH:41]=[CH:40][C:38]([CH3:39])=[CH:37][CH:36]=4)(=[O:34])=[O:33])[CH:15]=3)[N:5]=2)[CH2:3][CH2:2]1.C1COCC1.O.[OH-].[Li+].Cl>O>[CH:1]1([C:4]2[C:9]([C:10]([OH:12])=[O:11])=[CH:8][N:7]=[C:6]([C:14]3[C:22]4[C:17](=[CH:18][CH:19]=[C:20]([C:23]5[O:24][C:25]([NH:28][CH:29]([CH3:31])[CH3:30])=[N:26][N:27]=5)[CH:21]=4)[N:16]([S:32]([C:35]4[CH:41]=[CH:40][C:38]([CH3:39])=[CH:37][CH:36]=4)(=[O:33])=[O:34])[CH:15]=3)[N:5]=2)[CH2:3][CH2:2]1 |f:2.3.4|. Procedure: Methyl 4-cyclopropyl-2-(5-(5-(isopropylamino)-1,3,4-oxadiazol-2-yl)-1-tosyl-1H-indol-3-yl)pyrimidine-5-carboxylate (110 mg, 0.192 mmol) was treated with THF (2 mL), water (1.0 mL) and lithium hydroxide monohydrate (20 mg, 0.48 mmol) and stirred at RT for 1.5 h. The reaction mixture was treated with a 5 N HCl (0.5 mL) and concentrated on the rotovap. It was then dried further by azeotroping with toluene and drying under high vacuum at 50° C. for 3 h. MS (ESI, pos. ion) m/z: 559.0 (M+H)+. It was t...